From a dataset of the Open Reaction Database (ORD), a public repository of structured organic reaction records. describe an organic reaction: reactants, conditions, products, and yield The reactants are C1=CC=C2C3(OC4=C(N21)C=CC=C4)CCNCC3 (spiro[piperidine-4,4′-pyrrolo[2,1-c][1,4]benzoxazine]), OS(=O)(=O)O (H2SO4), ferrous sulfate heptahydrate, C(F)(F)(F)I (CF3I), OO (H2O2). The solvent is CS(=O)C (DMSO). Run at time 15 minute. Yields the product S(=O)(=O)(O)O.FC(C1=CC=C2N1C1=C(OC23CCNCC3)C=CC=C1)(F)F (1-(trifluoromethyl)spiro[benzo[b]pyrrolo[1,2-d][1,4]oxazine-4,4′-piperidine] sulfate). Isolated yield 33.0%. Reaction SMILES: [CH:1]1[N:9]2[C:4]([C:5]3([CH2:18][CH2:17][NH:16][CH2:15][CH2:14]3)[O:6][C:7]3[CH:13]=[CH:12][CH:11]=[CH:10][C:8]=32)=[CH:3][CH:2]=1.[OH:19][S:20]([OH:23])(=[O:22])=[O:21].[C:24](I)([F:27])([F:26])[F:25].OO>CS(C)=O>[S:20]([OH:23])([OH:22])(=[O:21])=[O:19].[F:25][C:24]([F:27])([F:26])[C:1]1[N:9]2[C:8]3[CH:10]=[CH:11][CH:12]=[CH:13][C:7]=3[O:6][C:5]3([CH2:18][CH2:17][NH:16][CH2:15][CH2:14]3)[C:4]2=[CH:3][CH:2]=1 |f:5.6|. Procedure: To spiro[piperidine-4,4′-pyrrolo[2,1-c][1,4]benzoxazine] (5.20 g, 21.6 mmol) in DMSO (104 mL) was added H2SO4 (1.27 mL, 23.8 mmol) (note: exothermic), ferrous sulfate heptahydrate (6.5 mL of 1.0 M, 6.5 mmol) followed by CF3I (4.24 g, 21.6 mmol) by slow bubbling through the solution and taking weight difference of cannister. The mixture cooled with a ice-water bath before H2O2 (2.45 mL of 30% w/v, 21.6 mmol) was added drop-wise over 10 min keeping temperature <23° C. The mixture was allowed to st... The reactants are BrC=1C=CC(=NC1)NC(=O)C1=CC=C(OC2=C(C=C3C(CCOC3=C2)C(=O)OCC)Cl)C=C1 (Ethyl 7-(4-(5-bromopyridin-2-ylcarbamoyl)phenoxy)-6-chlorochroman-4-carboxylate), ClC1=CC=C(C=C1)B(O)O (4-chlorophenylboronic acid), C(=O)([O-])[O-].[Na+].[Na+] (Na2CO3). Reagents/catalysts: C=1C=CC(=CC1)[P](C=2C=CC=CC2)(C=3C=CC=CC3)[Pd]([P](C=4C=CC=CC4)(C=5C=CC=CC5)C=6C=CC=CC6)([P](C=7C=CC=CC7)(C=8C=CC=CC8)C=9C=CC=CC9)[P](C=1C=CC=CC1)(C=1C=CC=CC1)C=1C=CC=CC1 (Pd(PPh3)4). The solvent is C1(=CC=CC=C1)C (toluene), O (water). Run at temperature 100 celsius, time 36 hour. Yields the product ClC=1C=C2C(CCOC2=CC1OC1=CC=C(C=C1)C(NC1=NC=C(C=C1)C1=CC=C(C=C1)Cl)=O)C(=O)OCC (ethyl 6-chloro-7-(4-(5-(4-chlorophenyl)pyridin-2-ylcarbamoyl)phenoxy)chroman-4-carboxylate). Isolated yield 56.4%. RXN SMILES: Br[C:2]1[CH:3]=[CH:4][C:5]([NH:8][C:9]([C:11]2[CH:33]=[CH:32][C:14]([O:15][C:16]3[CH:25]=[C:24]4[C:19]([CH:20]([C:26]([O:28][CH2:29][CH3:30])=[O:27])[CH2:21][CH2:22][O:23]4)=[CH:18][C:17]=3[Cl:31])=[CH:13][CH:12]=2)=[O:10])=[N:6][CH:7]=1.[Cl:34][C:35]1[CH:40]=[CH:39][C:38](B(O)O)=[CH:37][CH:36]=1.C([O-])([O-])=O.[Na+].[Na+]>C1(C)C=CC=CC=1.O.C1C=CC([P]([Pd]([P](C2C=CC=CC=2)(C2C=CC=CC=2)C2C=CC=CC=2)([P](C2C=CC=CC=2)(C2C=CC=CC=2)C2C=CC=CC=2)[P](C2C=CC=CC=2)(C2C=CC=CC=2)C2C=CC=CC=2)(C2C=CC=CC=2)C2C=CC=CC=2)=CC=1>[Cl:31][C:17]1[CH:18]=[C:19]2[C:24](=[CH:25][C:16]=1[O:15][C:14]1[CH:32]=[CH:33][C:11]([C:9](=[O:10])[NH:8][C:5]3[CH:4]=[CH:3][C:2]([C:38]4[CH:39]=[CH:40][C:35]([Cl:34])=[CH:36][CH:37]=4)=[CH:7][N:6]=3)=[CH:12][CH:13]=1)[O:23][CH2:22][CH2:21][CH:20]2[C:26]([O:28][CH2:29][CH3:30])=[O:27] |f:2.3.4,^1:61,63,82,101|. Procedure details: Ethyl 7-(4-(5-bromopyridin-2-ylcarbamoyl)phenoxy)-6-chlorochroman-4-carboxylate (50 mg, 0.094 mmol), 4-chlorophenylboronic acid (15 mg, 0.094 mmol), Na2CO3 (25 mg, 0.24 mmol) and Pd(PPh3)4 (11 mg, 0.0094 mmol) were placed in a 1 mL vial and diluted with toluene (800 μL) and water (80 μL). The vial was purged with argon, sealed and heated to 100° C. After stirring for 36 hours, the reaction was loaded onto silica gel eluting with 5% ethyl acetate/hexanes to 70% ethyl acetate/hexanes to yield the ... Reactants: S1C(=CC=C1)C1(CCCCC1)N1CCCCC1 (N[1-(2-thienyl)cyclohexyl]piperidine), (+) 5 methyl-10,11 dihydro-5H-dibenzo[a,d]cyclohepten-5,10-imine maleate, CN[C@H](CC(=O)[O-])C(=O)[O-] (N-methyl-D-aspartate), D(-)2-amino-5-phosphovaleric acid. Product: C=1C=CC(=CC1)C2(CCCCC2)N3CCCCC3 (phencyclidine). Reaction SMILES: S1[CH:5]=[CH:4][CH:3]=[C:2]1[C:6]1([N:12]2[CH2:17][CH2:16][CH2:15][CH2:14][CH2:13]2)[CH2:11][CH2:10][CH2:9][CH2:8][CH2:7]1.CN[C@@H:20](C([O-])=O)[CH2:21]C([O-])=O>>[CH:5]1[CH:4]=[CH:3][C:2]([C:6]2([N:12]3[CH2:17][CH2:16][CH2:15][CH2:14][CH2:13]3)[CH2:11][CH2:10][CH2:9][CH2:8][CH2:7]2)=[CH:20][CH:21]=1. Procedure: N[1-(2-thienyl)cyclohexyl]piperidine (TCP); N-methyl-D-aspartate (NMDA); D(-)2-amino-5-phosphovaleric acid (AP-5); (+) 5 methyl-10,11 dihydro-5H-dibenzo[a,d]cyclohepten-5,10-imine maleate (dibenzocycloalkenimine) (MK-801). Reactants: O[C@@H](CN(C(OC(C)(C)C)=O)CCC1=CC=C(C=C1)NC(CC=1NC=CN1)=O)C1=CC=CC=C1 (tert-butyl (R)-N-(2-hydroxy-2-phenylethyl)-N-[2-[4-[(2-1H-imidazol-2-ylacetyl)amino]phenyl]ethyl]carbamate), C([O-])([O-])=O.[K+].[K+] (potassium carbonate), FC1=C(CBr)C=CC=C1 (2-fluorobenzyl bromide). Run in C(C)#N (acetonitrile). Reaction conditions: temperature 50 celsius, time 12 hour. The product is FC1=C(CN2C(=NC=C2)CC(=O)NC2=CC=C(C=C2)CCN(C(OC(C)(C)C)=O)C[C@@H](C2=CC=CC=C2)O)C=CC=C1 (tert-butyl (R)-N-[2-[4-[[2-[1-(2-fluorobenzyl)-1H-imidazol-2-yl]-acetyl]amino]phenyl]ethyl]-N-(2-hydroxy-2-phenylethyl)-carbamate). Yield: 50.9%. Reaction SMILES: [OH:1][C@H:2]([C:29]1[CH:34]=[CH:33][CH:32]=[CH:31][CH:30]=1)[CH2:3][N:4]([CH2:12][CH2:13][C:14]1[CH:19]=[CH:18][C:17]([NH:20][C:21](=[O:28])[CH2:22][C:23]2[NH:24][CH:25]=[CH:26][N:27]=2)=[CH:16][CH:15]=1)[C:5](=[O:11])[O:6][C:7]([CH3:10])([CH3:9])[CH3:8].C(=O)([O-])[O-].[K+].[K+].[F:41][C:42]1[CH:49]=[CH:48][CH:47]=[CH:46][C:43]=1[CH2:44]Br>C(#N)C>[F:41][C:42]1[CH:49]=[CH:48][CH:47]=[CH:46][C:43]=1[CH2:44][N:24]1[CH:25]=[CH:26][N:27]=[C:23]1[CH2:22][C:21]([NH:20][C:17]1[CH:18]=[CH:19][C:14]([CH2:13][CH2:12][N:4]([CH2:3][C@H:2]([OH:1])[C:29]2[CH:34]=[CH:33][CH:32]=[CH:31][CH:30]=2)[C:5](=[O:11])[O:6][C:7]([CH3:8])([CH3:9])[CH3:10])=[CH:15][CH:16]=1)=[O:28] |f:1.2.3|. Procedure: To a solution of 403 mg of tert-butyl (R)-N-(2-hydroxy-2-phenylethyl)-N-[2-[4-[(2-1H-imidazol-2-ylacetyl)amino]phenyl]ethyl]carbamate in 10 ml of acetonitrile were added 120 mg of potassium carbonate and 164 mg of 2-fluorobenzyl bromide successively at room temperature. The reaction solution was stirred at 50° C. for 12 hours. Insoluble matters were filtered off using Celite, and the solvent was evaporated. The resulting residue was purified by silica gel column chromatography to give 253 mg of ... The reactants are OCC=1N2C(SC1)=CN=C2 (3-(hydroxymethyl)imidazo[5,1-b]thiazole), CO (methanol), N (ammonia), C(OC1=CC=CC=C1)(=O)Cl (phenyl chlorocarbonate). Solvent: N1=CC=CC=C1 (pyridine). Run at time 40 minute. Product: C(N)(=O)OCC=1N2C(SC1)=CN=C2 (3-(Carbamoyloxymethyl)imidazo[5,1-b]thiazole). Isolated yield 62.6%. Reaction SMILES: [OH:1][CH2:2][C:3]1[N:4]2[CH:10]=[N:9][CH:8]=[C:5]2[S:6][CH:7]=1.[C:11](Cl)(=[O:19])OC1C=CC=CC=1.CO.[NH3:23]>N1C=CC=CC=1>[C:11]([O:1][CH2:2][C:3]1[N:4]2[CH:10]=[N:9][CH:8]=[C:5]2[S:6][CH:7]=1)(=[O:19])[NH2:23]. Reported procedure: To a solution of 0.5 g (3.24 mmol) of the 3-(hydroxymethyl)imidazo[5,1-b]thiazole prepared in Preparation 55 in 5 ml of pyridine was added 0.54 ml (4.22 mmol) of phenyl chlorocarbonate with ice-cooling, and the mixture was stirred at the temperature for 40 minutes and then at room temperature for 2.5 hours. To this solution was added with ice-cooling 20 ml of methanol saturated with ammonia, and the mixture was stirred at the temperature for 30 minutes and then at room temperature for 41 hours. ... Starting materials: C(C)(=O)NNP(=O)(OCC)OCC (1-Acetyl-2-Diethoxyphosphoryl Hydrazine), C(C)(C)OP(OC(C)C)(=O)NN (diisopropylphosphorohydrazidate). Run in N1=CC=CC=C1 (pyridine). Product: C(C)(=O)NNP(=O)(OC(C)C)OC(C)C (1-Acetyl-2-Diisopropoxyphosphoryl Hydrazine). As a reaction SMILES: [C:1](NNP(OCC)(OCC)=O)(=[O:3])[CH3:2].[CH:14]([O:17][P:18]([NH:24][NH2:25])(=[O:23])[O:19][CH:20]([CH3:22])[CH3:21])([CH3:16])[CH3:15]>N1C=CC=CC=1>[C:1]([NH:25][NH:24][P:18]([O:17][CH:14]([CH3:15])[CH3:16])([O:19][CH:20]([CH3:21])[CH3:22])=[O:23])(=[O:3])[CH3:2]. Procedure details: This compound was prepared in a similar manner to the compound of Example 1, but using diisopropylphosphorohydrazidate instead of diethylphosphorohydrazidate, and pyridine in place of triethylamine. The product distilled at 130°-140° C./0.07 mm. Reactants: C(C1=CC=CC=C1)N (benzylamine), OC1=C(C(=O)OC2=CC=CC=C2)C=CC=C1 (phenyl 2-hydroxybenzoate), C([O-])([O-])=O.[K+].[K+] (potassium carbonate), BrC1=CC2=C(C=N1)N=C(N2CC)C=2C(=NON2)N (4-(6-Bromo-1-ethyl-1H-imidazo[4,5-c]pyridin-2-yl)-furazan-3-amine). The reagents and catalysts are [Cu](I)I (copper iodide). The solvent is CN(C)C=O (DMF), C(C)(=O)OCC (ethyl acetate). Reaction conditions: temperature 170 celsius. The product is NC=1C(=NON1)C=1N(C2=C(C=NC(=C2)NCC2=CC=CC=C2)N1)CC (2-(4-Amino-furazan-3-yl)-1-ethyl-N-(phenylmethyl)-1H-imidazo[4,5-c]pyridin-6-amine). Yield: 12.7%. As a reaction SMILES: Br[C:2]1[N:7]=[CH:6][C:5]2[N:8]=[C:9]([C:13]3[C:14]([NH2:18])=[N:15][O:16][N:17]=3)[N:10]([CH2:11][CH3:12])[C:4]=2[CH:3]=1.[CH2:19]([NH2:26])[C:20]1[CH:25]=[CH:24][CH:23]=[CH:22][CH:21]=1.OC1C=CC=CC=1C(OC1C=CC=CC=1)=O.C(=O)([O-])[O-].[K+].[K+]>CN(C=O)C.C(OCC)(=O)C.[Cu](I)I>[NH2:18][C:14]1[C:13]([C:9]2[N:10]([CH2:11][CH3:12])[C:4]3[CH:3]=[C:2]([NH:26][CH2:19][C:20]4[CH:25]=[CH:24][CH:23]=[CH:22][CH:21]=4)[N:7]=[CH:6][C:5]=3[N:8]=2)=[N:17][O:16][N:15]=1 |f:3.4.5|. Reported procedure: Under Ar, a suspension of the product from Example 9, Step 2 (18.9 mg, 61.1 μmol) in DMF (1 mL) was treated with benzylamine (12 μl, 110 μmol), copper iodide (2.3 mg, 12.2 μmol), phenyl 2-hydroxybenzoate (6.6 mg, 30.6 μmol), and potassium carbonate (16.9 mg, 122.2 μmol). This mixture was then heated to 170° C. by microwave for 40 min. After cooling rt, the reaction mixture was diluted with ethyl acetate and washed with water and brine. The organic layer was dried over Na2SO4, filtered and concen... Reactants: C(C)OC(=O)C1(CCN(CC1)C(C)(C)C)S(=O)(=O)C1=CC=C(C=C1)OC (1-tert-butyl-4-(4-methoxy-benzenesulfonyl)-piperidine-4-carboxylic acid ethyl ester). Solvent: CO (methanol), [OH-].[Na+] (NaOH). The product is C(C)(C)(C)N1CCC(CC1)(C(=O)O)S(=O)(=O)C1=CC=C(C=C1)OC (1-tert-Butyl-4-(4-methoxy-benzenesulfonyl)-piperidine-4-carboxylic acid). RXN SMILES: C([O:3][C:4]([C:6]1([S:16]([C:19]2[CH:24]=[CH:23][C:22]([O:25][CH3:26])=[CH:21][CH:20]=2)(=[O:18])=[O:17])[CH2:11][CH2:10][N:9]([C:12]([CH3:15])([CH3:14])[CH3:13])[CH2:8][CH2:7]1)=[O:5])C>CO.[OH-].[Na+]>[C:12]([N:9]1[CH2:8][CH2:7][C:6]([S:16]([C:19]2[CH:24]=[CH:23][C:22]([O:25][CH3:26])=[CH:21][CH:20]=2)(=[O:18])=[O:17])([C:4]([OH:5])=[O:3])[CH2:11][CH2:10]1)([CH3:15])([CH3:14])[CH3:13] |f:2.3|. Reported procedure: 1-tert-Butyl-4-(4-methoxy-benzenesulfonyl)-piperidine-4-carboxylic acid was prepared starting from 1-tert-butyl-4-(4-methoxy-benzenesulfonyl)-piperidine-4-carboxylic acid ethyl ester (5.37 g 14 mmol) dissolved in methanol (300 ml) and 10 N NaOH (23 ml). The resulting reaction mixture was worked up as outlined in example 83. Yield 1.52 g (30.6%); white powder; mp 204° C.; MS: 356 (M+H)+. Reactants: Cc1ccccc1, [Na+], [OH-], CC(C)(O)C#Cc1cccc(C(=O)c2ccccc2)c1. The product is C#Cc1cccc(C(=O)c2ccccc2)c1. RXN SMILES: [CH3:23][c:24]1[cH:25][cH:26][cH:27][cH:28][cH:29]1.[Na+:22].[OH-:21].[OH:1][C:2]([C:3]#[C:4][c:5]1[cH:6][c:7]([C:8](=[O:9])[c:10]2[cH:11][cH:12][cH:13][cH:14][cH:15]2)[cH:16][cH:17][cH:18]1)([CH3:19])[CH3:20]>>[CH:3]#[C:4][c:5]1[cH:6][c:7]([C:8](=[O:9])[c:10]2[cH:11][cH:12][cH:13][cH:14][cH:15]2)[cH:16][cH:17][cH:18]1.